From a dataset of the Open Reaction Database (ORD), a public repository of structured organic reaction records. describe an organic reaction: reactants, conditions, products, and yield The reactants are C=1C=CC(=CC1)[C@@H]2[C@H](O2)C=3C=CC=CC3 (trans-stilbene oxide), COCCN (2-methoxyethylamine). Run at temperature 125 celsius. The product is COCCNC(C(O)C1=CC=CC=C1)C1=CC=CC=C1 (β-[(2-Methoxyethyl)amino]-α-phenylbenzeneethanol). RXN SMILES: [CH:1]1[CH:2]=[CH:3][C:4]([C@H:7]2[O:9][C@@H:8]2[C:10]2[CH:11]=[CH:12][CH:13]=[CH:14][CH:15]=2)=[CH:5][CH:6]=1.[CH3:16][O:17][CH2:18][CH2:19][NH2:20]>>[CH3:16][O:17][CH2:18][CH2:19][NH:20][CH:7]([C:4]1[CH:3]=[CH:2][CH:1]=[CH:6][CH:5]=1)[CH:8]([C:10]1[CH:11]=[CH:12][CH:13]=[CH:14][CH:15]=1)[OH:9]. Procedure: A mixture of trans-stilbene oxide (3.93 g, 0.020 mole) and 2-methoxyethylamine (4.51 g, 0.060 mole) was heated at 125° C. for 2 hours with an oil bath. A mass spectra analysis showed no title compound was present. The mixture was heated for another 2 hours at 150° C. The mixture was poured into water (using methanol rinse) to obtain an off-white solid. NMR analysis showed the solid contained approximately 60% unreacted stilbene oxide. The mixture was added to another 4.51 g (0.060 mole) of 2-met...